This data is from the Open Reaction Database (ORD), a public repository of structured organic reaction records. The task is: describe an organic reaction: reactants, conditions, products, and yield Reactants: [O-]CC.[Na+] (sodium ethoxide), [Na] (sodium), [Cl-].[Na+] (sodium chloride), N(C(=N)N)C=1SC=C(N1)C(=O)NN (2-guanidino-4-thiazole carboxylic acid hydrazide), Cl.C(C)(OCC)=N (ethyl acetimidate hydrochloride). Run in C(C)O (ethanol). Run at time 60 hour. Yields the product N(C(=N)N)C=1SC=C(N1)C(=O)O (2-guanidino-4-thiazole carboxylic acid). The yield is 128.9%. RXN SMILES: Cl.C(=N)([O:4]CC)C.[O-]CC.[Na+].[Na].[Cl-].[Na+].[NH:15]([C:19]1[S:20][CH:21]=[C:22]([C:24](NN)=[O:25])[N:23]=1)[C:16]([NH2:18])=[NH:17]>C(O)C>[NH:15]([C:19]1[S:20][CH:21]=[C:22]([C:24]([OH:25])=[O:4])[N:23]=1)[C:16]([NH2:18])=[NH:17] |f:0.1,2.3,5.6,^1:11|. Reported procedure: 37.1 g (0.3 mol) of ethyl acetimidate hydrochloride was dissolved in 200 ml absolute ethanol. A solution of sodium ethoxide (6.9 g (0.3 mol) sodium in 300 ml absolute ethanol) was added The resulting precipitate of sodium chloride was removed by filtration and to the clear filtrate was added 20.0 g (0.1 mol) of 2-guanidino-4-thiazole carboxylic acid hydrazide. The slurry was stirred at 25° for 60 hours, during which time complete dissolution occurred. The clear, pale orange solution was concentr... As a reaction SMILES: [C:1]([c:2]1[cH:3][cH:4][cH:5][cH:6][cH:7]1)(=[O:8])[c:9]1[cH:10][c:11]2[c:12]([cH:17][c:18]1[OH:19])[C:13]([CH2:15][OH:16])=[CH:14]2.[CH3:24][C:25](=[O:26])[OH:27].[O:20]=[Cr:21](=[O:22])=[O:23]>>[C:1]([c:2]1[cH:3][cH:4][cH:5][cH:6][cH:7]1)(=[O:8])[c:9]1[cH:10][c:11]2[c:12]([cH:17][c:18]1[OH:19])[C:13]([C:15](=[O:16])[OH:20])=[CH:14]2. Starting materials: O=C(c1ccccc1)c1cc2c(cc1O)C(CO)=C2, CC(=O)O, O=[Cr](=O)=O. The product is O=C(O)C1=Cc2cc(C(=O)c3ccccc3)c(O)cc21. The reactants are COCC(=O)O (Methoxyacetic acid), Cl.CN(CCCN=C=NCC)C (N-(3-Dimethylaminopropyl)-N′-ethylcarbodiimide hydrochloride), O.ON1N=NC2=C1C=CC=C2 (1-hydroxybenzotriazole hydrate), NC=1C=CC2=C(C(C=3C(=NC=C(C3)Cl)C=C2)=O)C1 (7-amino-3-chloro-5H-benzo[4,5]cyclohepta[1,2-b]pyridin-5-one). Solvent: O (water), C(C)(=O)OCC (ethyl acetate), ClCCl (dichloromethane), C(C)#N (acetonitrile). Conditions: time 12 hour. Yields the product ClC=1C=C2C(=NC1)C=CC1=C(C2=O)C=C(C=C1)NC(COC)=O (N-(3-chloro-5-oxo-5H-benzo[4,5]cyclohepta[1,2-b]pyridin-7-yl)-2-methoxyacetamide). Reaction SMILES: [NH2:1][C:2]1[CH:3]=[CH:4][C:5]2[CH:16]=[CH:15][C:9]3=[N:10][CH:11]=[C:12]([Cl:14])[CH:13]=[C:8]3[C:7](=[O:17])[C:6]=2[CH:18]=1.[CH3:19][O:20][CH2:21][C:22](O)=[O:23].Cl.CN(C)CCCN=C=NCC.O.ON1C2C=CC=CC=2N=N1>ClCCl.C(#N)C.O.C(OCC)(=O)C>[Cl:14][C:12]1[CH:13]=[C:8]2[C:7](=[O:17])[C:6]3[CH:18]=[C:2]([NH:1][C:22](=[O:23])[CH2:21][O:20][CH3:19])[CH:3]=[CH:4][C:5]=3[CH:16]=[CH:15][C:9]2=[N:10][CH:11]=1 |f:2.3,4.5|. Procedure details: 7-amino-3-chloro-5H-benzo[4,5]cyclohepta[1,2-b]pyridin-5-one (0.70 g, 2.7 mmol) was dissolved in 20 mL of dry dichloromethane and 5 mL of dry acetonitrile. Methoxyacetic acid (0.32 mL, 4.1 mmol), N-(3-Dimethylaminopropyl)-N′-ethylcarbodiimide hydrochloride (EDCI) (0.79 g, 4.1 mmol) and 1-hydroxybenzotriazole hydrate (HOBt) (0.55 g, 4.1 mmol) were added and the solution was stirred at ambient temperature. After 12 hours, the reaction solution was poured into 300 mL of ethyl acetate and 100 mL of ... Starting materials: CSC=1C2=C(N=CN1)C=NN2 (7-(methylthio)-1H-pyrazolo[4,3-d]pyrimidine), [H-].[Na+] (sodium hydride), BrCC1=CC=C(C(=O)OCC)C=C1 (ethyl 4-(bromomethyl)benzoate). The solvent is CN(C=O)C (N,N-dimethylformamide), C(C)(=O)OCC (ethyl acetate). Reaction conditions: time 10 minute. Product: CSC=1C2=C(N=CN1)C=NN2CC2=CC=C(C(=O)OC)C=C2 (methyl 4-{[7-(methylthio)-1H-pyrazolo[4,3-d]pyrimidin-1-yl]methyl}benzoate), CSC=1C=2C(N=CN1)=CN(N2)CC2=CC=C(C(=O)OC)C=C2 (methyl 4-{[7-(methylthio)-2H-pyrazolo[4,3-d]pyrimidin-2-yl]methyl}benzoate). Reaction SMILES: [CH3:1][S:2][C:3]1[C:4]2[NH:11][N:10]=[CH:9][C:5]=2[N:6]=[CH:7][N:8]=1.[H-].[Na+].Br[CH2:15][C:16]1[CH:26]=[CH:25][C:19]([C:20]([O:22][CH2:23]C)=[O:21])=[CH:18][CH:17]=1>CN(C)C=O.C(OCC)(=O)C>[CH3:1][S:2][C:3]1[C:4]2[N:11]([CH2:15][C:16]3[CH:26]=[CH:25][C:19]([C:20]([O:22][CH3:23])=[O:21])=[CH:18][CH:17]=3)[N:10]=[CH:9][C:5]=2[N:6]=[CH:7][N:8]=1.[CH3:1][S:2][C:3]1[C:4]2[C:5](=[CH:9][N:10]([CH2:15][C:16]3[CH:26]=[CH:25][C:19]([C:20]([O:22][CH3:23])=[O:21])=[CH:18][CH:17]=3)[N:11]=2)[N:6]=[CH:7][N:8]=1 |f:1.2|. Reported procedure: To a solution of 7-(methylthio)-1H-pyrazolo[4,3-d]pyrimidine (400 mg) in N,N-dimethylformamide (8 mL) was added 60% sodium hydride (98 mg) under ice-cooling, and the mixture was stirred at room temperature for 10 min. Then, ethyl 4-(bromomethyl)benzoate (606 mg) was added under ice-cooling, and the mixture was stirred at room temperature for 30 min. After the completion of the reaction, the mixture was diluted with ethyl acetate and washed with saturated aqueous sodium hydrogen carbonate and sat... Reactants: [OH-].[Na+] (sodium hydroxide), ClCCN(CC1=COC=C1)CCCCCCC1=CC=CC=C1 (N-(2-chloroethyl)-N-(3-furylmethyl)-6-phenylhexylamine), C(CCC)[Li] (n-butyl lithium). Run in O1CCCC1 (tetrahydrofuran), CCCCCC (hexane). Reaction conditions: time 4 hour. Yields the product C1(=CC=CC=C1)CCCCCCN1CC2=C(CC1)OC=C2 (5-(6-phenylhexyl)-4,5,6,7-tetrahydrofuro[3,2-c]pyridine). RXN SMILES: Cl[CH2:2][CH2:3][N:4]([CH2:11][CH2:12][CH2:13][CH2:14][CH2:15][CH2:16][C:17]1[CH:22]=[CH:21][CH:20]=[CH:19][CH:18]=1)[CH2:5][C:6]1[CH:10]=[CH:9][O:8][CH:7]=1.C([Li])CCC.[OH-].[Na+]>O1CCCC1.CCCCCC>[C:17]1([CH2:16][CH2:15][CH2:14][CH2:13][CH2:12][CH2:11][N:4]2[CH2:3][CH2:2][C:7]3[O:8][CH:9]=[CH:10][C:6]=3[CH2:5]2)[CH:22]=[CH:21][CH:20]=[CH:19][CH:18]=1 |f:2.3|. Procedure details: To a solution of 1.533 g (4.793 mmol) of N-(2-chloroethyl)-N-(3-furylmethyl)-6-phenylhexylamine in 100 ml of tetrahydrofuran, 8.99 ml (14.4 mmol) of 1.6 M n-butyl lithium in hexane was added under ice-cooling, followed by stirring at room temperature for 4 hours. This reaction mixture was poured into aqueous sodium hydroxide and extracted with dichloromethane 3 times. The combined organic layer was dried over anhydrous magnesium sulfate; the solvent was distilled off under reduced pressure. The ...